Task: describe an organic reaction: reactants, conditions, products, and yield. Dataset: the Open Reaction Database (ORD), a public repository of structured organic reaction records The reactants are C(=O)([O-])[O-].[Na+].[Na+] (Na2CO3), CC1(OB(OC1(C)C)C=1C=C2CNC(C2=CC1)=O)C (5-(4,4,5,5-tetramethyl-[1,3,2]dioxaborolan-2-yl)-2,3-dihydro-isoindol-1-one), CN1CCN(CC1)C1=CC=C(C=C1)NC=1C=2N(C(=CN1)C=1C=C(SC1)C(=O)N)N=CN2 (4-{8-[4-(4-Methyl-piperazin-1-yl)-phenylamino]-[1,2,4]triazolo[1,5-a]pyrazin-5-yl}-thiophene-2-carboxylic acid amide), BrC1=CN=C(C=2N1N=CN2)NC2=CC=C(C=C2)N2C(CN(CC2)C(C)C)=O (1-[4-(5-bromo-[1,2,4]triazolo[1,5-a]pyrazin-8-ylamino)-phenyl]-4-isopropyl-piperazin-2-one). The reagents and catalysts are C=1C=CC(=CC1)[P](C=2C=CC=CC2)(C=3C=CC=CC3)[Pd]([P](C=4C=CC=CC4)(C=5C=CC=CC5)C=6C=CC=CC6)([P](C=7C=CC=CC7)(C=8C=CC=CC8)C=9C=CC=CC9)[P](C=1C=CC=CC1)(C=1C=CC=CC1)C=1C=CC=CC1 (Pd(PPh3)4). The solvent is C1(=CC=CC=C1)C (toluene), O1CCOCC1 (dioxane), [Cl-].[Na+].O (brine). Product: N (NH3), C(C)(C)N1CC(N(CC1)C1=CC=C(C=C1)NC=1C=2N(C(=CN1)C=1C=C3CNC(C3=CC1)=O)N=CN2)=O (5-(8-(4-(4-Isopropyl-2-oxopiperazin-1-yl)phenylamino)-[1,2,4]triazolo[1,5-a]pyrazin-5-yl)isoindolin-1-one). Yield: 55.0%. As a reaction SMILES: C[N:2]1CCN(C2C=CC(NC3C4N(N=CN=4)C(C4C=C(C(N)=O)SC=4)=CN=3)=CC=2)CC1.Br[C:33]1[N:38]2[N:39]=[CH:40][N:41]=[C:37]2[C:36]([NH:42][C:43]2[CH:48]=[CH:47][C:46]([N:49]3[CH2:54][CH2:53][N:52]([CH:55]([CH3:57])[CH3:56])[CH2:51][C:50]3=[O:58])=[CH:45][CH:44]=2)=[N:35][CH:34]=1.CC1(C)C(C)(C)OB([C:67]2[CH:68]=[C:69]3[C:73](=[CH:74][CH:75]=2)[C:72](=[O:76])[NH:71][CH2:70]3)O1.C([O-])([O-])=O.[Na+].[Na+]>[Cl-].[Na+].O.C1C=CC([P]([Pd]([P](C2C=CC=CC=2)(C2C=CC=CC=2)C2C=CC=CC=2)([P](C2C=CC=CC=2)(C2C=CC=CC=2)C2C=CC=CC=2)[P](C2C=CC=CC=2)(C2C=CC=CC=2)C2C=CC=CC=2)(C2C=CC=CC=2)C2C=CC=CC=2)=CC=1.C1(C)C=CC=CC=1.O1CCOCC1>[NH3:2].[CH:55]([N:52]1[CH2:53][CH2:54][N:49]([C:46]2[CH:47]=[CH:48][C:43]([NH:42][C:36]3[C:37]4[N:38]([N:39]=[CH:40][N:41]=4)[C:33]([C:67]4[CH:68]=[C:69]5[C:73](=[CH:74][CH:75]=4)[C:72](=[O:76])[NH:71][CH2:70]5)=[CH:34][N:35]=3)=[CH:44][CH:45]=2)[C:50](=[O:58])[CH2:51]1)([CH3:57])[CH3:56] |f:3.4.5,6.7.8,^1:90,92,111,130|. Procedure: This compound may be prepared using methods as described for Compound 6, step 4, using 1-[4-(5-bromo-[1,2,4]triazolo[1,5-a]pyrazin-8-ylamino)-phenyl]-4-isopropyl-piperazin-2-one (40 mg, 0.09 mmol), 5-(4,4,5,5-tetramethyl-[1,3,2]dioxaborolan-2-yl)-2,3-dihydro-isoindol-1-one (37 mg, 0.14 mmol), and Pd(PPh3)4 (31 mg, 0.027 mmol) in 1.5M Na2CO3 (aq) (0.5 mL, 0.75 mmol), and dioxane (1.2 mL). The reaction mixture is diluted with brine then toluene is added and a precipitate is formed and collected by... Reactants: ClCCl, CO, OCc1cn2c(n1)sc1cc(Cl)ccc12, O=[Mn]=O. Product: O=Cc1cn2c(n1)sc1cc(Cl)ccc12. Reaction SMILES: [CH2:16]([Cl:17])[Cl:18].[CH3:19][OH:20].[Cl:1][c:2]1[cH:3][c:4]2[c:5]([n:6]3[c:7]([s:8]2)[n:9][c:10]([CH2:12][OH:13])[cH:11]3)[cH:14][cH:15]1.[O:21]=[Mn:22]=[O:23]>>[Cl:1][c:2]1[cH:3][c:4]2[c:5]([n:6]3[c:7]([s:8]2)[n:9][c:10]([CH:12]=[O:13])[cH:11]3)[cH:14][cH:15]1. The reactants are nuclear-chlorinated products, N-diethyleneoxy-2-benzothiazolyl sulfenamide, O(C1=CC=CC=C1)C=1C=C(C=CC1)C(Cl)(Cl)Cl (m-phenoxyphenyl trichloromethane), O(C1=CC=CC=C1)C=1C=C(CCl)C=CC1 (m-phenoxybenzyl chloride), sulfenamide, O(C1=CC=CC=C1)C=1C=C(C(Cl)Cl)C=CC1 (m-phenoxybenzal chloride). Product: O(C1=CC=CC=C1)C=1C=C(C=CC1)C (m-phenoxytoluene), O(C1=CC=CC=C1)C=1C=C(CCl)C=CC1 (m-phenoxybenzyl chloride), O(C1=CC=CC=C1)C=1C=C(C(Cl)Cl)C=CC1 (m-phenoxybenzal chloride), nuclear-chlorinated compounds. The yield is 1.2%. RXN SMILES: [O:1]([C:8]1[CH:9]=[C:10]([CH:13]=[CH:14][CH:15]=1)[CH2:11]Cl)[C:2]1[CH:7]=[CH:6][CH:5]=[CH:4][CH:3]=1.[O:16]([C:23]1[CH:24]=[C:25]([CH:29]=[CH:30][CH:31]=1)[CH:26](Cl)[Cl:27])[C:17]1[CH:22]=[CH:21][CH:20]=[CH:19][CH:18]=1.[O:32]([C:39]1[CH:40]=[C:41]([C:45](Cl)([Cl:47])[Cl:46])[CH:42]=[CH:43][CH:44]=1)[C:33]1[CH:38]=[CH:37][CH:36]=[CH:35][CH:34]=1>>[O:1]([C:8]1[CH:9]=[C:10]([CH3:11])[CH:13]=[CH:14][CH:15]=1)[C:2]1[CH:3]=[CH:4][CH:5]=[CH:6][CH:7]=1.[O:16]([C:23]1[CH:24]=[C:25]([CH:29]=[CH:30][CH:31]=1)[CH2:26][Cl:27])[C:17]1[CH:18]=[CH:19][CH:20]=[CH:21][CH:22]=1.[O:32]([C:39]1[CH:40]=[C:41]([CH:42]=[CH:43][CH:44]=1)[CH:45]([Cl:46])[Cl:47])[C:33]1[CH:34]=[CH:35][CH:36]=[CH:37][CH:38]=1. Procedure details: Exactly the same procedure as in Example 19 is followed except that 1 g of N-diethyleneoxy-2-benzothiazolyl sulfenamide is used in place of 1 g of N-pentamethylenedithiocarbamic acid piperidinium salt. The result shows 2.1% of m-phenoxybenzyl chloride, 95.6% of m-phenoxybenzal chloride, 1.8% of m-phenoxyphenyl trichloromethane and 0.5% of nuclear-chlorinated products. The similar reaction without the above sulfenamide gives 41.0% of m-phenoxytoluene, 45.7% of m-phenoxybenzyl chloride, 12.1% of m... Starting materials: CC1(OCCO1)CCCCN1N=CC(=N1)N (2-[4-(2-methyl-[1,3]dioxolan-2-yl)-butyl]-2H-[1,2,3]triazol-4-ylamine), C1(=CC=CC=C1)C1=C(N=CO1)C(=O)O (5-phenyl-oxazole-4-carboxylic acid). The product is O=C(CCCCN1N=CC(=N1)NC(=O)C=1N=COC1C1=CC=CC=C1)C (5-Phenyl-oxazole-4-carboxylic acid [2-(5-oxo-hexyl)-2H-[1,2,3]triazol-4-yl]-amide). RXN SMILES: [CH3:1][C:2]1([CH2:7][CH2:8][CH2:9][CH2:10][N:11]2[N:15]=[C:14]([NH2:16])[CH:13]=[N:12]2)[O:6]CCO1.[C:17]1([C:23]2[O:27][CH:26]=[N:25][C:24]=2[C:28](O)=[O:29])[CH:22]=[CH:21][CH:20]=[CH:19][CH:18]=1>>[O:6]=[C:2]([CH3:1])[CH2:7][CH2:8][CH2:9][CH2:10][N:11]1[N:15]=[C:14]([NH:16][C:28]([C:24]2[N:25]=[CH:26][O:27][C:23]=2[C:17]2[CH:18]=[CH:19][CH:20]=[CH:21][CH:22]=2)=[O:29])[CH:13]=[N:12]1. Procedure details: Following general procedure A followed by B, starting from 2-[4-(2-methyl-[1,3]dioxolan-2-yl)-butyl]-2H-[1,2,3]triazol-4-ylamine and 5-phenyl-oxazole-4-carboxylic acid. Starting materials: CN1CCN(CC1)CC1=C(C=C(C=C1)[N+](=O)[O-])C(F)(F)F (1-methyl-4-(4-nitro-2-(trifluoromethyl)benzyl)piperazine), [Na] (sodium). Run in CC(=O)C (acetone), O (water). Product: CN1CCN(CC1)CC1=C(C=C(N)C=C1)C(F)(F)F (4-((4-Methylpiperazin-1-yl)methyl)-3-(trifluoromethyl)aniline). Isolated yield 64.9%. RXN SMILES: [CH3:1][N:2]1[CH2:7][CH2:6][N:5]([CH2:8][C:9]2[CH:14]=[CH:13][C:12]([N+:15]([O-])=O)=[CH:11][C:10]=2[C:18]([F:21])([F:20])[F:19])[CH2:4][CH2:3]1.[Na]>CC(C)=O.O>[CH3:1][N:2]1[CH2:7][CH2:6][N:5]([CH2:8][C:9]2[CH:14]=[CH:13][C:12]([NH2:15])=[CH:11][C:10]=2[C:18]([F:21])([F:19])[F:20])[CH2:4][CH2:3]1 |^1:21|. Reported procedure: A suspension of 1-methyl-4-(4-nitro-2-(trifluoromethyl)benzyl)piperazine (1.23 g, 4 mmol) and sodium hydrosuffite (7.0 g, 85% pure from Aldrich, 40 mmol) in acetone and water (1:1, 20 mL) was refluxed for 3 h. Upon cooling, the volatile components (mainly acetone) were removed on rotavap, and the resulting mixture was subjected to filtration. The solid was thoroughly washed with EtOAc. The combined filtrate was extracted with n-BuOH (4×), and the combined organic layer was washed with saturated ...